From a dataset of the Open Reaction Database (ORD), a public repository of structured organic reaction records. describe an organic reaction: reactants, conditions, products, and yield Reactants: C(CCC)[Li] (n-butyllithium), BrC=1C=CC(=NC1F)OCCCN(C)C (3-(5-bromo-6-fluoropyridin-2-yl)oxy-N,N-dimethylpropan-1-amine), C(C)(C)OB1OC(C(O1)(C)C)(C)C (2-isopropoxy-4,4,5,5-tetramethyl-1,3,2-dioxaborolane). Run in CCCCCC (n-hexane), C1CCOC1 (THF). Run at time 2 hour. The product is FC1=C(C=CC(=N1)OCCCN(C)C)B1OC(C(O1)(C)C)(C)C (3-[6-Fluoro-5-(4,4,5,5-tetramethyl-1,3,2-dioxaborolan-2-yl)pyridin-2-yl]oxy-N,N-dimethylpropan-1-amine). Yield: 106.8%. As a reaction SMILES: C([Li])CCC.Br[C:7]1[CH:8]=[CH:9][C:10]([O:14][CH2:15][CH2:16][CH2:17][N:18]([CH3:20])[CH3:19])=[N:11][C:12]=1[F:13].C(O[B:25]1[O:29][C:28]([CH3:31])([CH3:30])[C:27]([CH3:33])([CH3:32])[O:26]1)(C)C>CCCCCC.C1COCC1>[F:13][C:12]1[N:11]=[C:10]([O:14][CH2:15][CH2:16][CH2:17][N:18]([CH3:20])[CH3:19])[CH:9]=[CH:8][C:7]=1[B:25]1[O:29][C:28]([CH3:31])([CH3:30])[C:27]([CH3:33])([CH3:32])[O:26]1. Reported procedure: A solution of n-butyllithium (0.693 g, 10.83 mmol) in n-hexane (4.33 mL) was added to a stirred mixture of 3-(5-bromo-6-fluoropyridin-2-yl)oxy-N,N-dimethylpropan-1-amine (2 g, 7.22 mmol) and 2-isopropoxy-4,4,5,5-tetramethyl-1,3,2-dioxaborolane (2.014 g, 10.83 mmol) in THF (20 mL) at −78° C. over a period of 20 minutes under an inert atmosphere. The resulting mixture was allowed to warm to ambient temperature and stirred for 2 h. The reaction mixture was quenched with sat. NaHCO3 solution and con...